From a dataset of the Open Reaction Database (ORD), a public repository of structured organic reaction records. describe an organic reaction: reactants, conditions, products, and yield Reactants: [Cl-].[NH4+] (ammonium chloride), N (ammonia), CC1=C(C(CCC1)(C)C)C(CC(=C)N)=O (2,6,6-trimethyl-1-[3-amino-but-3-enoyl]-cyclohex-1-ene), [Na] (sodium). Solvent: C(C)(C)(C)O (tert-butanol), O1CCCC1 (tetrahydrofuran). The product is CC1=C(C(CCC1)(C)C)C(C=CC)=O (2,6,6-trimethyl-1-[but-2-enoyl]-cyclohex-1-ene). Isolated yield 19.0%. RXN SMILES: N.[CH3:2][C:3]1[CH2:8][CH2:7][CH2:6][C:5]([CH3:10])([CH3:9])[C:4]=1[C:11](=[O:16])[CH2:12][C:13](N)=[CH2:14].[Na].[Cl-].[NH4+]>C(O)(C)(C)C.O1CCCC1>[CH3:2][C:3]1[CH2:8][CH2:7][CH2:6][C:5]([CH3:9])([CH3:10])[C:4]=1[C:11](=[O:16])[CH:12]=[CH:13][CH3:14] |f:3.4,^1:16|. Reported procedure: To a mixture of liquid ammonia (250 ml), anhydrous tetrahydrofuran (15 ml), tert-butanol (0.358 g) and 1.002 g (4.84 millimoles) of 2,6,6-trimethyl-1-[3-amino-but-3-enoyl]-cyclohex-1-ene, kept under stirring, there was added sodium metal until the solution acquired a steady blue colour. The reaction mixture was stirred for 15 more minutes and solid ammonium chloride was added thereto until complete discolouration and the ammonia was then evaporated under a stream of argon. After having added to ... The reactants are [H-].C(C(C)C)[Al+]CC(C)C (diisobutylaluminium hydride), C1(=CC=CC=C1)CCCCCCCCCC1=C(C=CC=C1C#N)C#N (2-(9-phenylnonyl)-1,3-benzenedicarbonitrile), Cl (hydrochloric acid), CO.O (methanol water), CO (methanol). The solvent is C1(=CC=CC=C1)C (toluene), C1(=CC=CC=C1)C (toluene). Product: C1(=CC=CC=C1)CCCCCCCCCC1=C(C=CC=C1C=O)C=O (2-(9-phenylnonyl)-1,3benzenedicarboxaldehyde). As a reaction SMILES: [H-].C([Al+]CC(C)C)C(C)C.[C:11]1([CH2:17][CH2:18][CH2:19][CH2:20][CH2:21][CH2:22][CH2:23][CH2:24][CH2:25][C:26]2[C:31](C#N)=[CH:30][CH:29]=[CH:28][C:27]=2C#N)[CH:16]=[CH:15][CH:14]=[CH:13][CH:12]=1.[CH3:36][OH:37].Cl.[CH3:39][OH:40].O>C1(C)C=CC=CC=1>[C:11]1([CH2:17][CH2:18][CH2:19][CH2:20][CH2:21][CH2:22][CH2:23][CH2:24][CH2:25][C:26]2[C:27]([CH:36]=[O:37])=[CH:28][CH:29]=[CH:30][C:31]=2[CH:39]=[O:40])[CH:16]=[CH:15][CH:14]=[CH:13][CH:12]=1 |f:0.1,5.6|. Reported procedure: A solution of diisobutylaluminium hydride in toluene (3.1 ml, 4.6 mmol) was added dropwise to a stirred solution of 2-(9-phenylnonyl)-1,3-benzenedicarbonitrile (0.70 g, 2.1 mmol) in dry toluene (30 ml) under nitrogen, cooled in an ice bath. After one hour at room temperature methanol (1 ml) was added cautiously, followed by methanol:water (1:1, 1 ml) and 5M hydrochloric acid (15 ml). The mixture was extracted with diethyl ether (20 ml) and the extracts dried, filtered and evaporated to a yellow ... Starting materials: CC(C)(COC1C(C)(C)CCC1(C)C)NC(=O)OC(C)(C)C, [K+], [OH-], O, O=C(O)C(F)(F)F. Yields the product CC(C)(N)COC1C(C)(C)CCC1(C)C. Reaction SMILES: [C:1]([O:2][C:3]([CH3:4])([CH3:5])[CH3:6])(=[O:7])[NH:8][C:9]([CH2:10][O:11][CH:12]1[C:13]([CH3:19])([CH3:20])[CH2:14][CH2:15][C:16]1([CH3:17])[CH3:18])([CH3:21])[CH3:22].[K+:25].[OH-:24].[OH2:23].[OH:26][C:27]([C:28]([F:29])([F:30])[F:31])=[O:32]>>[NH2:8][C:9]([CH2:10][O:11][CH:12]1[C:13]([CH3:19])([CH3:20])[CH2:14][CH2:15][C:16]1([CH3:17])[CH3:18])([CH3:21])[CH3:22].